From a dataset of the Open Reaction Database (ORD), a public repository of structured organic reaction records. describe an organic reaction: reactants, conditions, products, and yield Reactants: COC(CC(C)=O)=O (3-oxo-butyric acid methyl ester), R3—(CH2)m—NH2, C1(CCCCC1)N (cyclohexylamine), BrCC(=O)C1=C(C=CC(=C1)F)OC (2-bromo-1-(5-fluoro-2-methoxy-phenyl)-ethanone), C1(CC1)CN (cyclopropanemethylamine). Yields the product C1(CCCCC1)NC(=O)C1=C(N(C(=C1)C1=C(C=CC(=C1)F)OC)CC1CC1)C (Cyclopropylmethyl-5-(5-fluoro-2-methoxy-phenyl)-2-methyl-1H-pyrrole-3-carboxylic acid cyclohexylamide). RXN SMILES: C[O:2][C:3](=O)[CH2:4][C:5](=O)[CH3:6].Br[CH2:10][C:11]([C:13]1[CH:18]=[C:17]([F:19])[CH:16]=[CH:15][C:14]=1[O:20][CH3:21])=O.[CH:22]1([CH2:25][NH2:26])[CH2:24][CH2:23]1.[CH:27]1([NH2:33])[CH2:32][CH2:31][CH2:30][CH2:29][CH2:28]1>>[CH:27]1([NH:33][C:3]([C:4]2[CH:10]=[C:11]([C:13]3[CH:18]=[C:17]([F:19])[CH:16]=[CH:15][C:14]=3[O:20][CH3:21])[N:26]([CH2:25][CH:22]3[CH2:24][CH2:23]3)[C:5]=2[CH3:6])=[O:2])[CH2:32][CH2:31][CH2:30][CH2:29][CH2:28]1. Procedure: The title compound was synthesized in analogy to Example 68, using 3-oxo-butyric acid methyl ester as compound of formula R, 2-bromo-1-(5-fluoro-2-methoxy-phenyl)-ethanone as compound of formula S, cyclopropanemethylamine as R3—(CH2)m—NH2 and cyclohexylamine as R1R2NH, MS (ISP) 385.4 (M+H)+. Run in CN(C)C=O (DMF). Run at time 2 hour. The yield is 79.8%. As a reaction SMILES: [CH3:1][C:2]1[C:6]([CH2:7][N:8]2[CH:12]=[C:11]([N:13]3[C:17](=[O:18])[CH2:16][NH:15][C:14]3=[O:19])[CH:10]=[N:9]2)=[C:5]([CH3:20])[O:4][N:3]=1.[C:21](=O)([O-])[O-].[Cs+].[Cs+].IC.O>CN(C=O)C>[CH3:1][C:2]1[C:6]([CH2:7][N:8]2[CH:12]=[C:11]([N:13]3[C:17](=[O:18])[CH2:16][N:15]([CH3:21])[C:14]3=[O:19])[CH:10]=[N:9]2)=[C:5]([CH3:20])[O:4][N:3]=1 |f:1.2.3|. Procedure: 3-(1-((3,5-dimethylisoxazol-4-yl)methyl)-1H-pyrazol-4-yl)imidazolidine-2,4-dione (example 10-1) (50 mg, 0.182 mmol) and cesium carbonate (60 mg, 0.185 mmol) were mixed in DMF (1 mL) for 15 minutes under a nitrogen atmosphere at room temperature. Then, iodomethane (14 mg, 0.185 mmol) was added and the reaction continued to stir for an addition 2 hours. H2O (2 mL) was added and the product was extracted with ethyl acetate (1 mL, 2×). The organic phase was collected and washed with saturated sodium... The reactants are O (H2O), CC1=NOC(=C1CN1N=CC(=C1)N1C(NCC1=O)=O)C (3-(1-((3,5-dimethylisoxazol-4-yl)methyl)-1H-pyrazol-4-yl)imidazolidine-2,4-dione), C([O-])([O-])=O.[Cs+].[Cs+] (cesium carbonate), IC (iodomethane). The product is CC1=NOC(=C1CN1N=CC(=C1)N1C(N(CC1=O)C)=O)C (3-(1-((3,5-dimethylisoxazol-4-yl)methyl)-1H-pyrazol-4-yl)-1-methylimidazolidine-2,4-dione). Reactants: CC1CC(N(Cc2cc3c(cn2)OCCO3)C(=O)OC(C)(C)C)CCN1Cc1ccccc1, CO, CC(=O)O, [OH-], [OH-], [Pd+2]. The product is CC1CC(N(Cc2cc3c(cn2)OCCO3)C(=O)OC(C)(C)C)CCN1. RXN SMILES: [CH2:1]([c:2]1[cH:3][cH:4][cH:5][cH:6][cH:7]1)[N:8]1[CH:9]([CH3:33])[CH2:10][CH:11]([N:14]([C:15]([O:16][C:17]([CH3:18])([CH3:19])[CH3:20])=[O:21])[CH2:22][c:23]2[cH:24][c:25]3[c:26]([cH:27][n:28]2)[O:29][CH2:30][CH2:31][O:32]3)[CH2:12][CH2:13]1.[CH3:34][OH:35].[CH3:36][C:37](=[O:38])[OH:39].[OH-:40].[OH-:42].[Pd+2:41]>>[NH:8]1[CH:9]([CH3:33])[CH2:10][CH:11]([N:14]([C:15]([O:16][C:17]([CH3:18])([CH3:19])[CH3:20])=[O:21])[CH2:22][c:23]2[cH:24][c:25]3[c:26]([cH:27][n:28]2)[O:29][CH2:30][CH2:31][O:32]3)[CH2:12][CH2:13]1. Reactants: BrC=1C(=NC(=NC1)N)Cl (5-bromo-4-chloropyrimidin-2-amine), NC1CN(CCC1)C(=O)OC(C)(C)C (tert-butyl 3-aminopiperidine-1-carboxylate), O(C1=CC=CC=C1)C1=CC=C(C=C1)B(O)O ((4-phenoxyphenyl)boronic acid), C(C=C)(=O)Cl (acryloyl chloride). The product is NC1=NC=C(C(=N1)NC1CN(CCC1)C(C=C)=O)C1=CC=C(C=C1)OC1=CC=CC=C1 (1-(3-((2-amino-5-(4-phenoxyphenyl)pyrimidin-4-yl)amino)piperidin-1-yl)prop-2-en-1-one). Reaction SMILES: Br[C:2]1[C:3](Cl)=[N:4][C:5]([NH2:8])=[N:6][CH:7]=1.[NH2:10][CH:11]1[CH2:16][CH2:15][CH2:14][N:13]([C:17]([O:19]C(C)(C)C)=O)[CH2:12]1.[O:24]([C:31]1[CH:36]=[CH:35][C:34](B(O)O)=[CH:33][CH:32]=1)[C:25]1[CH:30]=[CH:29][CH:28]=[CH:27][CH:26]=1.[C:40](Cl)(=O)[CH:41]=C>>[NH2:8][C:5]1[N:4]=[C:3]([NH:10][CH:11]2[CH2:16][CH2:15][CH2:14][N:13]([C:17](=[O:19])[CH:40]=[CH2:41])[CH2:12]2)[C:2]([C:28]2[CH:29]=[CH:30][C:25]([O:24][C:31]3[CH:36]=[CH:35][CH:34]=[CH:33][CH:32]=3)=[CH:26][CH:27]=2)=[CH:7][N:6]=1. Procedure: 1-(3-((2-amino-5-(4-phenoxyphenyl)pyrimidin-4-yl)amino)piperidin-1-yl)prop-2-en-1-one was prepared from 5-bromo-4-chloropyrimidin-2-amine, tert-butyl 3-aminopiperidine-1-carboxylate, (4-phenoxyphenyl)boronic acid, and acryloyl chloride using methods B, C, D and F. HPLC: 97%. MS: m/z=416 [M+H]+. The reactants are [Cl-].[Al+3].[Cl-].[Cl-] (Aluminum chloride), C1(C=2C(C(N1CCCC(=O)Cl)=O)=CC=CC2)=O (4-phthalimidobutyryl chloride), C#C (acetylene). The solvent is ClC(C(Cl)Cl)Cl (1,1,2,2-tetrachloroethane). The product is ClC=CC(CCCN1C(C=2C(C1=O)=CC=CC2)=O)=O (1-chloro-6-phthalimidohex-1-en-3-one). Reaction SMILES: [Cl-:1].[Al+3].[Cl-].[Cl-].[C:5]1(=[O:21])[N:9]([CH2:10][CH2:11][CH2:12][C:13](Cl)=[O:14])[C:8](=[O:16])[C:7]2=[CH:17][CH:18]=[CH:19][CH:20]=[C:6]12.[CH:22]#[CH:23]>ClC(Cl)C(Cl)Cl>[Cl:1][CH:22]=[CH:23][C:13](=[O:14])[CH2:12][CH2:11][CH2:10][N:9]1[C:8](=[O:16])[C:7]2=[CH:17][CH:18]=[CH:19][CH:20]=[C:6]2[C:5]1=[O:21] |f:0.1.2.3|. Reported procedure: Aluminum chloride (43 g) is added to a stirred solution of 4-phthalimidobutyryl chloride (36.2 g) in 1,1,2,2-tetrachloroethane (400 ml), previously saturated with acetylene. Acetylene is bubbled through the solution overnight, with stirring, and the reaction mixture is then decomposed by the addition of crushed ice (300 g). The organic layer is separated and the aqueous layer extracted with 1,1,2,2-tetrachloroethane (3 × 100 ml). The combined organic solution is dried over sodium sulphate and co... Starting materials: ClC1=CC(=C(S1)C#C[Si](C)(C)C)CCCCCCCCCCCC (5-Chloro-3-dodecyl-2-(trimethylsilyl)ethynylthiophene), C([O-])([O-])=O.[K+].[K+] (potassium carbonate). The solvent is CO.ClCCl (methanol dichloromethane). The product is ClC1=CC(=C(S1)C#C)CCCCCCCCCCCC (5-chloro-3-dodecyl-2-ethynylthiophene). RXN SMILES: [Cl:1][C:2]1[S:6][C:5]([C:7]#[C:8][Si](C)(C)C)=[C:4]([CH2:13][CH2:14][CH2:15][CH2:16][CH2:17][CH2:18][CH2:19][CH2:20][CH2:21][CH2:22][CH2:23][CH3:24])[CH:3]=1.C(=O)([O-])[O-].[K+].[K+]>CO.ClCCl>[Cl:1][C:2]1[S:6][C:5]([C:7]#[CH:8])=[C:4]([CH2:13][CH2:14][CH2:15][CH2:16][CH2:17][CH2:18][CH2:19][CH2:20][CH2:21][CH2:22][CH2:23][CH3:24])[CH:3]=1 |f:1.2.3,4.5|. Procedure: First, generally 2-bromo-5-chloro-3-dodecylthiophene can be prepared by brominating 3-dodecylthiophene with 1 molar equivalent of N-bromosuccinimide (NBS) in N,N-dimethylformamide (DMF) at room temperature (rt) (rt or room temperature refers to a temperature of from about 22° C. to about 25° C.). Thereafter, chlorination of 2-bromo-3-dodecylthiophene with 1 molar equivalent of N-chlorosuccinimide (NCS) at room temperature generates 2-bromo-5-chloro-3-odecylthiophene. Subsequently, 2-bromo-5-chlo...